Dataset: the Open Reaction Database (ORD), a public repository of structured organic reaction records. Task: describe an organic reaction: reactants, conditions, products, and yield The reactants are O=C1OC(=O)C2=C1CCCC2, CON=Cc1cc(N)c(Cl)cc1Cl, CC(=O)O, O. Product: CON=Cc1cc(N2C(=O)C3=C(CCCC3)C2=O)c(Cl)cc1Cl. As a reaction SMILES: [C:14]1(=[O:24])[C:15]2=[C:16]([C:17](=[O:18])[O:19]1)[CH2:20][CH2:21][CH2:22][CH2:23]2.[CH3:1][O:2][N:3]=[CH:4][c:5]1[c:6]([Cl:13])[cH:7][c:8]([Cl:12])[c:9]([NH2:11])[cH:10]1.[CH3:26][C:27](=[O:28])[OH:29].[OH2:25]>>[CH3:1][O:2][N:3]=[CH:4][c:5]1[c:6]([Cl:13])[cH:7][c:8]([Cl:12])[c:9]([N:11]2[C:14](=[O:19])[C:15]3=[C:16]([C:17]2=[O:18])[CH2:20][CH2:21][CH2:22][CH2:23]3)[cH:10]1. The reactants are OC=1C(=C2C(CC(OC2=C(C1C)C)(C)COC1=CC=C(CC2C(NC(S2)=O)=O)C=C1)=O)C (5-[4-(6-hydroxy-2,5,7,8-tetramethyl-4-oxochroman-2-ylmethoxy)benzyl]thiazolidine-2,4-dione), C([O-])([O-])=O.[K+].[K+] (potassium carbonate), Cl.CON (methoxyamine hydrochloride), CO (methanol). The solvent is C(C)(=O)OCC (ethyl acetate). Conditions: time 10 day. The product is OC=1C(=C2/C(/CC(OC2=C(C1C)C)(C)COC1=CC=C(CC2C(NC(S2)=O)=O)C=C1)=N/OC)C (5-[4-(6-Hydroxy-2,5,7,8-tetramethyl-4-(E)-methoxyiminochroman-2-ylmethoxy)benzyl]thiazolidine -2,4dione). RXN SMILES: [OH:1][C:2]1[C:3]([CH3:32])=[C:4]2[C:9](=[C:10]([CH3:13])[C:11]=1[CH3:12])[O:8][C:7]([CH2:15][O:16][C:17]1[CH:30]=[CH:29][C:20]([CH2:21][CH:22]3[S:26][C:25](=[O:27])[NH:24][C:23]3=[O:28])=[CH:19][CH:18]=1)([CH3:14])[CH2:6][C:5]2=O.Cl.[CH3:34][O:35][NH2:36].CO.C(=O)([O-])[O-].[K+].[K+]>C(OCC)(=O)C>[OH:1][C:2]1[C:3]([CH3:32])=[C:4]2[C:9](=[C:10]([CH3:13])[C:11]=1[CH3:12])[O:8][C:7]([CH2:15][O:16][C:17]1[CH:18]=[CH:19][C:20]([CH2:21][CH:22]3[S:26][C:25](=[O:27])[NH:24][C:23]3=[O:28])=[CH:29][CH:30]=1)([CH3:14])[CH2:6]/[C:5]/2=[N:36]\[O:35][CH3:34] |f:1.2,4.5.6|. Reported procedure: A mixture of 1 g of 5-[4-(6-hydroxy-2,5,7,8-tetramethyl-4-oxochroman-2-ylmethoxy)benzyl]thiazolidine-2,4-dione (prepared as described in Example 22 of copending U.S. Ser. No. 644,996), 0.6 g of methoxyamine hydrochloride and 5 g of methanol was allowed to stand for 10 days at room temperature. At the end of this time, ethyl acetate and an aqueous solution of potassium carbonate were added. The organic layer was separated and dried over anhydrous sodium sulfate. The solvent was distilled off and ... Reactants: FC(C(=O)O)(F)F (trifluoroacetic acid), ClC=1C=C(C(=O)NN)C=CC1O (3-chloro-4-hydroxybenzoic acid hydrazide), BrCCOC1=C(C=C(C=O)C=C1C1=CC=CC=C1)OC (4-(2-bromoethoxy)-3-methoxy-5-phenylbenzaldehyde), C1NCCC2=CC=CC=C12 (1,2,3,4-tetrahydroisoquinoline). Run in mixture, N (ammonia), CO (methanol), ClCCl (dichloromethane). The product is C1N(CCC2=CC=CC=C12)CCOC1=C(C=C(C=C1C1=CC=CC=C1)C=NNC(C1=CC(=C(C=C1)O)Cl)=O)OC (3-Chloro-4-hydroxybenzoic Acid {6-[2-(1,2,3,4-Tetrahydro-isoquinolin-2-yl)ethoxy]-5-methoxybiphenyl-3-ylmethylene}hydrazide). RXN SMILES: [Cl:1][C:2]1[CH:3]=[C:4]([CH:9]=[CH:10][C:11]=1[OH:12])[C:5]([NH:7][NH2:8])=[O:6].Br[CH2:14][CH2:15][O:16][C:17]1[C:24]([C:25]2[CH:30]=[CH:29][CH:28]=[CH:27][CH:26]=2)=[CH:23][C:20]([CH:21]=O)=[CH:19][C:18]=1[O:31][CH3:32].[CH2:33]1[C:42]2[C:37](=[CH:38][CH:39]=[CH:40][CH:41]=2)[CH2:36][CH2:35][NH:34]1.FC(F)(F)C(O)=O>N.CO.ClCCl>[CH2:33]1[C:42]2[C:37](=[CH:38][CH:39]=[CH:40][CH:41]=2)[CH2:36][CH2:35][N:34]1[CH2:14][CH2:15][O:16][C:17]1[C:24]([C:25]2[CH:30]=[CH:29][CH:28]=[CH:27][CH:26]=2)=[CH:23][C:20]([CH:21]=[N:8][NH:7][C:5](=[O:6])[C:4]2[CH:9]=[CH:10][C:11]([OH:12])=[C:2]([Cl:1])[CH:3]=2)=[CH:19][C:18]=1[O:31][CH3:32]. Procedure: This compound was prepared analogously to the compound described in the previous example starting from resin bound 3-chloro-4-hydroxybenzoic acid hydrazide (resin—[building block 1]) (2 g, ˜2 mmoles), 4-(2-bromoethoxy)-3-methoxy-5-phenylbenzaldehyde ([building block 2]) (0.93 g, 1.5 equivs.), and 1,2,3,4-tetrahydroisoquinoline ([building block 3]) (2.5 g, 10 equivs.). After cleavage with 50% trifluoroacetic acid, the residue was dissolved in 15 ml of a mixture of 25% aq. ammonia, methanol and di... Starting materials: N[C@@H]1CC[C@H](CC1)NC(=O)C1=CNC2=C1N=CN=C2C2=C(C=C(C=C2)F)OCC2CC2 (trans-4-(2-Cyclopropylmethoxy-4-fluoro-phenyl)-5H-pyrrolo[3,2-d]pyrimidine-7-carboxylic acid (4-amino-cyclohexyl)-amide), COCC(=O)Cl (methoxy-acetyl chloride). Product: COCC(=O)N[C@@H]1CC[C@H](CC1)NC(=O)C1=CNC2=C1N=CN=C2C2=C(C=C(C=C2)F)OCC2CC2 (trans-4-(2-Cyclopropylmethoxy-4-fluoro-phenyl)-5H-pyrrolo[3,2-d]pyrimidine-7-carboxylic acid [4-(2-methoxy-acetylamino)-cyclohexyl]-amide). As a reaction SMILES: [NH2:1][C@H:2]1[CH2:7][CH2:6][C@H:5]([NH:8][C:9]([C:11]2[C:15]3[N:16]=[CH:17][N:18]=[C:19]([C:20]4[CH:25]=[CH:24][C:23]([F:26])=[CH:22][C:21]=4[O:27][CH2:28][CH:29]4[CH2:31][CH2:30]4)[C:14]=3[NH:13][CH:12]=2)=[O:10])[CH2:4][CH2:3]1.[CH3:32][O:33][CH2:34][C:35](Cl)=[O:36]>>[CH3:32][O:33][CH2:34][C:35]([NH:1][C@H:2]1[CH2:7][CH2:6][C@H:5]([NH:8][C:9]([C:11]2[C:15]3[N:16]=[CH:17][N:18]=[C:19]([C:20]4[CH:25]=[CH:24][C:23]([F:26])=[CH:22][C:21]=4[O:27][CH2:28][CH:29]4[CH2:30][CH2:31]4)[C:14]=3[NH:13][CH:12]=2)=[O:10])[CH2:4][CH2:3]1)=[O:36]. Reported procedure: Starting from trans-4-(2-Cyclopropylmethoxy-4-fluoro-phenyl)-5H-pyrrolo[3,2-d]pyrimidine-7-carboxylic acid (4-amino-cyclohexyl)-amide (example A157) and methoxy-acetyl chloride the title compound is obtained as colorless solid. The reactants are BrC=1C=C2C(=C(NC2=CC1)C=1C=NC=CC1)C (5-Bromo-3-methyl-2-pyridin-3-yl-1H-indole), [Cu]C#N (copper (I) cyanide). Conditions: temperature 200 celsius, time 8 hour. Yields the product CC1=C(NC2=CC=C(C=C12)C#N)C=1C=NC=CC1 (3-methyl-2-pyridin-3-yl-1H-indole-5-carbonitrile). Reaction SMILES: Br[C:2]1[CH:3]=[C:4]2[C:8](=[CH:9][CH:10]=1)[NH:7][C:6]([C:11]1[CH:12]=[N:13][CH:14]=[CH:15][CH:16]=1)=[C:5]2[CH3:17].[Cu][C:19]#[N:20]>>[CH3:17][C:5]1[C:4]2[C:8](=[CH:9][CH:10]=[C:2]([C:19]#[N:20])[CH:3]=2)[NH:7][C:6]=1[C:11]1[CH:12]=[N:13][CH:14]=[CH:15][CH:16]=1. Procedure: 5-Bromo-3-methyl-2-pyridin-3-yl-1H-indole (5.0 g, 16.7 mmol) and copper (I) cyanide (1.9 g, 20.1 mmol) are placed in a round bottom flask which is flushed with N2. N-Methylpyrrolidinone (40 mL) is added via syringe. The resulting mixture is heated to 200° C. under N2 with vigorous stirring overnight. The mixture is cooled to room temperature and dichloromethane (200 mL) is added. The mixture is filtered through a pad of celite. The filtrate is washed with 10% aqueous ammonia in saturated aqueous...